This data is from the Open Reaction Database (ORD), a public repository of structured organic reaction records. The task is: describe an organic reaction: reactants, conditions, products, and yield Starting materials: C(C)(C)(C)O[C@@H](C)[C@@H]1N(C(OC1)=O)C1=NC(=NC=C1)N[C@@H](C)C1=CN=C(S1)C1=CC=C(C=C1)Cl ((R)-4-((S)-1-(tert-butoxy)ethyl)-3-(2-(((S)-1-(2-(4-chlorophenyl)thiazol-5-yl)ethyl)amino)pyrimidin-4-yl)oxazolidin-2-one), C(=O)(C(F)(F)F)O (TFA). Run in C(Cl)Cl (DCM). Run at time 30 minute. Yields the product ClC1=CC=C(C=C1)C=1SC(=CN1)[C@H](C)NC1=NC=CC(=N1)N1C(OC[C@@H]1[C@H](C)O)=O ((R)-3-(2-(((S)-1-(2-(4-chlorophenyl)thiazol-5-yl)ethyl)amino)pyrimidin-4-yl)-4-((S)-1-hydroxyethyl)oxazolidin-2-one). The yield is 87.5%. Reaction SMILES: C([O:5][C@H:6]([C@H:8]1[CH2:12][O:11][C:10](=[O:13])[N:9]1[C:14]1[CH:19]=[CH:18][N:17]=[C:16]([NH:20][C@H:21]([C:23]2[S:27][C:26]([C:28]3[CH:33]=[CH:32][C:31]([Cl:34])=[CH:30][CH:29]=3)=[N:25][CH:24]=2)[CH3:22])[N:15]=1)[CH3:7])(C)(C)C.C(O)(C(F)(F)F)=O>C(Cl)Cl>[Cl:34][C:31]1[CH:32]=[CH:33][C:28]([C:26]2[S:27][C:23]([C@@H:21]([NH:20][C:16]3[N:15]=[C:14]([N:9]4[C@@H:8]([C@@H:6]([OH:5])[CH3:7])[CH2:12][O:11][C:10]4=[O:13])[CH:19]=[CH:18][N:17]=3)[CH3:22])=[CH:24][N:25]=2)=[CH:29][CH:30]=1. Procedure details: To a round bottom flask containing a stir bar and (R)-4-((S)-1-(tert-butoxy)ethyl)-3-(2-(((S)-1-(2-(4-chlorophenyl)thiazol-5-yl)ethyl)amino)pyrimidin-4-yl)oxazolidin-2-one (82 mg, 0.16 mmol) was added DCM (1 mL) followed by the addition of TFA (1 mL). Resulting reaction mixture allowed to stir 30 min at RT. The volatiles were then removed and the residue neutralized by the addition of a saturated solution of NaHCO3. The aqueous mixture was then extracted with DCM. Organic phases combined, washed...